This data is from the Open Reaction Database (ORD), a public repository of structured organic reaction records. The task is: describe an organic reaction: reactants, conditions, products, and yield Starting materials: ClC=1C(=C(N)C=CC1)C (3-chloro-2-methylaniline), C(C)(=O)O (acetic acid), C(C)(=O)OC(C)=O (acetic anhydride). The solvent is O (water). Yields the product CC1=C(C=CC=C1Cl)NC(=O)C (3-chloro-2-methylacetanilide). As a reaction SMILES: [Cl:1][C:2]1[C:3]([CH3:9])=[C:4]([CH:6]=[CH:7][CH:8]=1)[NH2:5].[C:10](O)(=[O:12])[CH3:11].C(OC(=O)C)(=O)C>O>[CH3:9][C:3]1[C:2]([Cl:1])=[CH:8][CH:7]=[CH:6][C:4]=1[NH:5][C:10]([CH3:11])=[O:12]. Reported procedure: 141 g. of 3-chloro-2-methylaniline (1 mol.) was added to a stirred mixture of 200 ml. of acetic acid and 102 g. (1 mol.) of acetic anhydride and heated to 95° C. for approximately one hour. The mixture was poured into water and filtered to give 3-chloro-2-methylacetanilide. Starting materials: C=CC(C)=O, CCO, Fc1ccc(Cn2c(NC3CCNCC3)nc3ccccc32)cc1. The product is CC(=O)CCN1CCC(Nc2nc3ccccc3n2Cc2ccc(F)cc2)CC1. RXN SMILES: [CH3:1][C:2]([CH:3]=[CH2:4])=[O:5].[CH3:30][CH2:31][OH:32].[F:6][c:7]1[cH:8][cH:9][c:10]([CH2:13][n:14]2[c:15]([NH:23][CH:24]3[CH2:25][CH2:26][NH:27][CH2:28][CH2:29]3)[n:16][c:17]3[c:18]2[cH:19][cH:20][cH:21][cH:22]3)[cH:11][cH:12]1>>[CH3:1][C:2]([CH2:3][CH2:4][N:27]1[CH2:26][CH2:25][CH:24]([NH:23][c:15]2[n:14]([CH2:13][c:10]3[cH:9][cH:8][c:7]([F:6])[cH:12][cH:11]3)[c:18]3[c:17]([n:16]2)[cH:22][cH:21][cH:20][cH:19]3)[CH2:29][CH2:28]1)=[O:5].